This data is from the Open Reaction Database (ORD), a public repository of structured organic reaction records. The task is: describe an organic reaction: reactants, conditions, products, and yield Starting materials: NCCNC(=O)C1=NC(=C2N=CN(C2=N1)[C@H]1[C@@H]([C@@H]([C@H](C1)N1N=CC(=C1)CO)O)O)NCC(C1=CC=CC=C1)C1=CC=CC=C1 (9-[(1R,2S,3R,4S)-2,3-Dihydroxy-4-(4-hydroxymethyl-pyrazol-1-yl)-cyclopentyl]-6-(2,2-diphenyl-ethylamino)-9H-purine-2-carboxylic acid (2-amino-ethyl)-amide), C(CC1=CC=CC=C1)NC(=O)N1C=NC=C1 (imidazole-1-carboxylic acid phenethyl-amide). Product: C(CC1=CC=CC=C1)NC(NCCNC(=O)C1=NC(=C2N=CN(C2=N1)[C@H]1[C@@H]([C@@H]([C@H](C1)N1N=CC(=C1)CO)O)O)NCC(C1=CC=CC=C1)C1=CC=CC=C1)=O (9-[(1R,2S,3R,4S)-2,3-Dihydroxy-4-(4-hydroxymethyl-pyrazol-1-yl)-cyclopentyl]-6-(2,2-diphenyl-ethylamino)-9H-purine-2-carboxylic acid [2-(3-phenethyl-ureido)-ethyl]-amide). As a reaction SMILES: [NH2:1][CH2:2][CH2:3][NH:4][C:5]([C:7]1[N:15]=[C:14]2[C:10]([N:11]=[CH:12][N:13]2[C@@H:16]2[CH2:20][C@H:19]([N:21]3[CH:25]=[C:24]([CH2:26][OH:27])[CH:23]=[N:22]3)[C@@H:18]([OH:28])[C@H:17]2[OH:29])=[C:9]([NH:30][CH2:31][CH:32]([C:39]2[CH:44]=[CH:43][CH:42]=[CH:41][CH:40]=2)[C:33]2[CH:38]=[CH:37][CH:36]=[CH:35][CH:34]=2)[N:8]=1)=[O:6].[CH2:45]([NH:53][C:54](N1C=CN=C1)=[O:55])[CH2:46][C:47]1[CH:52]=[CH:51][CH:50]=[CH:49][CH:48]=1>>[CH2:45]([NH:53][C:54](=[O:55])[NH:1][CH2:2][CH2:3][NH:4][C:5]([C:7]1[N:15]=[C:14]2[C:10]([N:11]=[CH:12][N:13]2[C@@H:16]2[CH2:20][C@H:19]([N:21]3[CH:25]=[C:24]([CH2:26][OH:27])[CH:23]=[N:22]3)[C@@H:18]([OH:28])[C@H:17]2[OH:29])=[C:9]([NH:30][CH2:31][CH:32]([C:39]2[CH:40]=[CH:41][CH:42]=[CH:43][CH:44]=2)[C:33]2[CH:34]=[CH:35][CH:36]=[CH:37][CH:38]=2)[N:8]=1)=[O:6])[CH2:46][C:47]1[CH:52]=[CH:51][CH:50]=[CH:49][CH:48]=1. Procedure details: The titled compound is prepared from 9-[(1R,2S,3R,4S)-2,3-Dihydroxy-4-(4-hydroxymethyl-pyrazol-1-yl)-cyclopentyl]-6-(2,2-diphenyl-ethylamino)-9H-purine-2-carboxylic acid (2-amino-ethyl)-amide using an analogous procedure to Example 42 by replacing N-[1-(2-pyridinyl)-4-piperidinyl]-1H-imidazole-1-carboxamide with imidazole-1-carboxylic acid phenethyl-amide.